From a dataset of the Open Reaction Database (ORD), a public repository of structured organic reaction records. describe an organic reaction: reactants, conditions, products, and yield The reactants are N(C1=CC=CC=C1)C1=NC(=CC(=N1)C)C (2-Anilino-4,6-dimethylpyrimidine), [H-].[Na+] (sodium hydride), [Na] (sodium), N#CBr (cyanogen bromide). The product is CC1=NC(=NC(=C1)C)N(C#N)C1=CC=CC=C1 (N-(4,6-dimethylpyrimidin-2-yl)-N-phenylcyanamide). RXN SMILES: [NH:1]([C:8]1[N:13]=[C:12]([CH3:14])[CH:11]=[C:10]([CH3:15])[N:9]=1)[C:2]1[CH:7]=[CH:6][CH:5]=[CH:4][CH:3]=1.[H-].[Na+].[Na].[N:19]#[C:20]Br>>[CH3:14][C:12]1[CH:11]=[C:10]([CH3:15])[N:9]=[C:8]([N:1]([C:2]2[CH:3]=[CH:4][CH:5]=[CH:6][CH:7]=2)[C:20]#[N:19])[N:13]=1 |f:1.2,^1:17|. Procedure: 2-Anilino-4,6-dimethylpyrimidine (3.98 g) was treated with sodium hydride in a similar manner to that described in Example 8. The resulting sodium salt was then treated with cyanogen bromide (2.12 g) and the mixture heated under reflux for 4 hours. The mixture was then filtered through silica gel and eluted with dichloromethane and the solution evaporated. The residue was recrystallised from ethyl acetate to give N-(4,6-dimethylpyrimidin-2-yl)-N-phenylcyanamide, m.p. 153°-4°. (Compound 94). Reactants: NC=1C=C(C=CC1N)S(=O)(=O)O (3,4-Diamino-benzenesulfonic acid), S1C(=CC=C1)C(C(=O)O)=O ((thiophen-2-yl) oxo-acetic acid). The product is O=C1NC2=CC=C(C=C2N=C1C=1SC=CC1)S(=O)(=O)O (2-Oxo-3-thiophen-2-yl-1,2-dihydro-quinoxaline-6-sulfonic acid). As a reaction SMILES: [NH2:1][C:2]1[CH:3]=[C:4]([S:9]([OH:12])(=[O:11])=[O:10])[CH:5]=[CH:6][C:7]=1[NH2:8].[S:13]1[CH:17]=[CH:16][CH:15]=[C:14]1[C:18](=O)[C:19](O)=[O:20]>>[O:20]=[C:19]1[C:18]([C:14]2[S:13][CH:17]=[CH:16][CH:15]=2)=[N:1][C:2]2[C:7](=[CH:6][CH:5]=[C:4]([S:9]([OH:12])(=[O:10])=[O:11])[CH:3]=2)[NH:8]1. Reported procedure: The quinoxalin-2-one of the present example is prepared with 3,4-Diamino-benzenesulfonic acid and (thiophen-2-yl) oxo-acetic acid via the method described in Example 12 to afford 2-Oxo-3-thiophen-2-yl-1,2-dihydro-quinoxaline-6-sulfonic acid. The reactants are NOP(C1=CC=CC=C1)(C1=CC=CC=C1)=O ((aminooxy)(diphenyl)phosphine oxide), [H-].[Na+] (NaH), oil, N1C(=CC(=C1)C#N)C#N (1H-pyrrole-2,4-dicarbonitrile). Solvent: CN(C)C=O (DMF). Conditions: time 15 minute. Yields the product NN1C(=CC(=C1)C#N)C#N (1-amino-1H-pyrrole-2,4-dicarbonitrile). Yield: 81.7%. Reaction SMILES: [NH:1]1[CH:5]=[C:4]([C:6]#[N:7])[CH:3]=[C:2]1[C:8]#[N:9].[H-].[Na+].[NH2:12]OP(=O)(C1C=CC=CC=1)C1C=CC=CC=1>CN(C=O)C>[NH2:12][N:1]1[CH:5]=[C:4]([C:6]#[N:7])[CH:3]=[C:2]1[C:8]#[N:9] |f:1.2|. Reported procedure: To a solution of DMF (100 mL) was added 1H-pyrrole-2,4-dicarbonitrile (1.00 g, 8.54 mmol) followed by NaH, 60% dispersion in mineral oil (0.51 g, 12.8 mmol). The solution was stirred at rt for 15 min and then (aminooxy)(diphenyl)phosphine oxide (2.99 g, 12.8 mmol) was added, and the solution was heated to 80° C. for 2 h. Upon cooling to rt the solution was filtered washing with CH2Cl2. The solution was partially concentrated and a white precipitate formed which was filtered. The mother liquor wa... Starting materials: C(C)(=O)NC1=C(C=C(C=C1[N+](=O)[O-])Cl)C(F)(F)F (2-acetamido-5-chloro-3-nitrobenzotrifluoride). Solvent: Cl (HCl). Yields the product NC1=C(C=C(C=C1[N+](=O)[O-])Cl)C(F)(F)F (2-amino-5-chloro-3-nitrobenzotrifluoride). Yield: 83.0%. Reaction SMILES: C([NH:4][C:5]1[C:10]([N+:11]([O-:13])=[O:12])=[CH:9][C:8]([Cl:14])=[CH:7][C:6]=1[C:15]([F:18])([F:17])[F:16])(=O)C>Cl>[NH2:4][C:5]1[C:10]([N+:11]([O-:13])=[O:12])=[CH:9][C:8]([Cl:14])=[CH:7][C:6]=1[C:15]([F:18])([F:16])[F:17]. Reported procedure: A mixture of 2-acetamido-5-chloro-3-nitrobenzotrifluoride (354 mg, 1.252 mmol) in concentrated HCl (3 mL) was refluxed overnight, and it was extracted by ethyl acetate (2×3 mL). The extract was dried (Mg2SO4) and evaporated to give 250 mg (83% ) of 2-amino-5-chloro-3-nitrobenzotrifluoride. 1H NMR (CDCl3): δ 6.663 (s, 2H), 7.717 (s, 1H), 8.360 (s, 1H). Reactants: Cc1cc(C)c(N)c([N+](=O)[O-])c1, CN(C)C(=O)CCl, [K+], [K+], O=C([O-])[O-], CN(C)C=O. Product: Cc1cc(C)c(NCC(=O)N(C)C)c([N+](=O)[O-])c1. RXN SMILES: [CH3:1][c:2]1[c:3]([NH2:4])[c:5]([N+:10](=[O:11])[O-:12])[cH:6][c:7]([CH3:9])[cH:8]1.[Cl:13][CH2:14][C:15](=[O:16])[N:17]([CH3:18])[CH3:19].[K+:20].[K+:21].[O-:22][C:23]([O-:24])=[O:25].[O:26]=[CH:27][N:28]([CH3:29])[CH3:30]>>[CH3:1][c:2]1[c:3]([NH:4][CH2:14][C:15](=[O:16])[N:17]([CH3:18])[CH3:19])[c:5]([N+:10](=[O:11])[O-:12])[cH:6][c:7]([CH3:9])[cH:8]1.